describe an organic reaction: reactants, conditions, products, and yield From a dataset of the Open Reaction Database (ORD), a public repository of structured organic reaction records. The product is ClC1=C(C#N)C=C(C(=N1)C1=CC=C(C=C1)CNCC1=CC=C(C=C1)C=1N=NSC1)C1=CC=CC=C1 (2-chloro-5-phenyl-6-[4-({[-4-(1,2,3-thiadiazol-4-yl)benzyl]amino}methyl)phenyl]nicotinonitrile). Procedure details: To the solution of 6-[4-(bromomethyl)phenyl]-2-chloro-5-phenylnicotinonitrile (2-5) 0.294 g, 0.766 mmol) in THF (5 mL) and MeOH (5 mL) was added 1-[4-(1,2,3-thiadiazol-4-yl)phenyl]methanamine (0.147 g, 0.766 mmol) and DIPEA (0.495 g, 3.831 mmol). The mixture wsa stirred overnight and concentrated. The residue was treated with aqueous Na2CO3 solution (2 M, 10 mL) and extracted with CH2Cl2 (3×30 mL). The combined organic layer was dried, filtered and concentrated. The residue was purified by silic... Reactants: BrCC1=CC=C(C=C1)C1=NC(=C(C#N)C=C1C1=CC=CC=C1)Cl (6-[4-(Bromomethyl)phenyl]-2-chloro-5-phenylnicotinonitrile), CO (MeOH), S1N=NC(=C1)C1=CC=C(C=C1)CN (1-[4-(1,2,3-thiadiazol-4-yl)phenyl]methanamine), CCN(C(C)C)C(C)C (DIPEA). Run at time 8 hour. As a reaction SMILES: Br[CH2:2][C:3]1[CH:8]=[CH:7][C:6]([C:9]2[C:16]([C:17]3[CH:22]=[CH:21][CH:20]=[CH:19][CH:18]=3)=[CH:15][C:12]([C:13]#[N:14])=[C:11]([Cl:23])[N:10]=2)=[CH:5][CH:4]=1.CO.[S:26]1[CH:30]=[C:29]([C:31]2[CH:36]=[CH:35][C:34]([CH2:37][NH2:38])=[CH:33][CH:32]=2)[N:28]=[N:27]1.CCN(C(C)C)C(C)C>C1COCC1>[Cl:23][C:11]1[N:10]=[C:9]([C:6]2[CH:7]=[CH:8][C:3]([CH2:2][NH:38][CH2:37][C:34]3[CH:33]=[CH:32][C:31]([C:29]4[N:28]=[N:27][S:26][CH:30]=4)=[CH:36][CH:35]=3)=[CH:4][CH:5]=2)[C:16]([C:17]2[CH:22]=[CH:21][CH:20]=[CH:19][CH:18]=2)=[CH:15][C:12]=1[C:13]#[N:14]. The solvent is C1CCOC1 (THF). Starting materials: CCOC(=O)c1ccc(C)c(-c2ccc3c(C)nncc3c2)c1, CO, [Na+], C1CCOC1, [OH-]. Product: Cc1ccc(C(=O)O)cc1-c1ccc2c(C)nncc2c1. Reaction SMILES: [CH3:1][c:2]1[c:3](-[c:13]2[cH:14][c:15]3[cH:16][n:17][n:18][c:19]([CH3:23])[c:20]3[cH:21][cH:22]2)[cH:4][c:5]([C:6](=[O:7])[O:8][CH2:9][CH3:10])[cH:11][cH:12]1.[CH3:31][OH:32].[Na+:25].[O:26]1[CH2:27][CH2:28][CH2:29][CH2:30]1.[OH-:24]>>[CH3:1][c:2]1[c:3](-[c:13]2[cH:14][c:15]3[cH:16][n:17][n:18][c:19]([CH3:23])[c:20]3[cH:21][cH:22]2)[cH:4][c:5]([C:6](=[O:7])[OH:8])[cH:11][cH:12]1. Reactants: Sc1ccc(Br)cc1, O=C([O-])[O-], CCN=C=NCCCN(C)C, CCC1COCCN1S(=O)(=O)c1ccccc1[N+](=O)[O-], CN(C)C=O, Cl, [K+], [K+], [Na+], O=C(O)c1ccc(Br)cc1, On1nnc2ccccc21, O=C([O-])O. The product is CCC1COCCN1C(=O)c1ccc(Br)cc1. RXN SMILES: [Br:27][c:28]1[cH:29][cH:30][c:31]([SH:32])[cH:33][cH:34]1.[C:1](=[O:2])([O-:3])[O-:4].[CH2:56]([N:57]=[C:58]=[N:59][CH2:60][CH2:61][CH2:62][N:63]([CH3:64])[CH3:65])[CH3:66].[CH2:7]([CH3:8])[CH:9]1[CH2:10][O:11][CH2:12][CH2:13][N:14]1[S:15]([c:16]1[cH:17][cH:18][cH:19][cH:20][c:21]1[N+:22]([O-:23])=[O:24])(=[O:25])=[O:26].[CH3:72][N:73]([CH3:74])[CH:75]=[O:76].[ClH:55].[K+:5].[K+:6].[Na+:67].[OH:35][C:36](=[O:37])[c:38]1[cH:39][cH:40][c:41]([Br:42])[cH:43][cH:44]1.[OH:45][n:46]1[c:47]2[cH:48][cH:49][cH:50][cH:51][c:52]2[n:53][n:54]1.[OH:68][C:69](=[O:70])[O-:71]>>[CH2:7]([CH3:8])[CH:9]1[CH2:10][O:11][CH2:12][CH2:13][N:14]1[C:36](=[O:35])[c:38]1[cH:39][cH:40][c:41]([Br:42])[cH:43][cH:44]1. Reactants: CC(C)(C)OC(=O)NNc1cccc(C(=O)NCC2CC2)c1, CCOC(C)=O, CCOC(C)=O, Cl, N. Product: NNc1cccc(C(=O)NCC2CC2)c1. RXN SMILES: [C:1]([O:2][C:3](=[O:4])[NH:8][NH:9][c:10]1[cH:11][c:12]([C:16]([NH:17][CH2:18][CH:19]2[CH2:20][CH2:21]2)=[O:22])[cH:13][cH:14][cH:15]1)([CH3:5])([CH3:6])[CH3:7].[C:23]([O:24][CH2:25][CH3:26])(=[O:27])[CH3:28].[CH3:31][CH2:32][O:33][C:34](=[O:35])[CH3:36].[ClH:29].[NH3:30]>>[NH2:8][NH:9][c:10]1[cH:11][c:12]([C:16]([NH:17][CH2:18][CH:19]2[CH2:20][CH2:21]2)=[O:22])[cH:13][cH:14][cH:15]1. The reactants are CC(=O)OCC(=O)Nc1c(C(=O)C(C)(C)O)oc2nc(-c3ccc(Cl)cc3Cl)c(-c3ccc(Cl)cc3)cc12, C1CCOC1, CO. Yields the product CC(C)(O)C(=O)c1oc2nc(-c3ccc(Cl)cc3Cl)c(-c3ccc(Cl)cc3)cc2c1NC(=O)CO. Reaction SMILES: [C:1](=[O:2])([CH3:3])[O:4][CH2:5][C:6](=[O:7])[NH:8][c:9]1[c:10]([C:33]([C:34]([CH3:35])([CH3:36])[OH:37])=[O:38])[o:11][c:12]2[n:13][c:14](-[c:25]3[c:26]([Cl:32])[cH:27][c:28]([Cl:31])[cH:29][cH:30]3)[c:15](-[c:18]3[cH:19][cH:20][c:21]([Cl:24])[cH:22][cH:23]3)[cH:16][c:17]12.[CH2:41]1[O:42][CH2:43][CH2:44][CH2:45]1.[CH3:39][OH:40]>>[OH:4][CH2:5][C:6](=[O:7])[NH:8][c:9]1[c:10]([C:33]([C:34]([CH3:35])([CH3:36])[OH:37])=[O:38])[o:11][c:12]2[n:13][c:14](-[c:25]3[c:26]([Cl:32])[cH:27][c:28]([Cl:31])[cH:29][cH:30]3)[c:15](-[c:18]3[cH:19][cH:20][c:21]([Cl:24])[cH:22][cH:23]3)[cH:16][c:17]12. The reactants are BrC=1C=CC(=C(C1)C1=NC=CC=C1)F (2-(5-bromo-2-fluorophenyl)pyridine), B1(OCC(CO1)(C)C)B2OCC(CO2)(C)C (bis(neopentyl glycolato)diborane), C(C)(=O)[O-].[K+] (potassium acetate), O1CCOCC1 (1,4-dioxane). Run in CS(=O)C (DMSO). Run at temperature 85 celsius, time 15 hour. Product: FC1=C(C=C(C=C1)B(O)O)C1=NC=CC=C1 (4-Fluoro-3-(pyridin-2-yl)phenylboronic Acid). As a reaction SMILES: Br[C:2]1[CH:3]=[CH:4][C:5]([F:14])=[C:6]([C:8]2[CH:13]=[CH:12][CH:11]=[CH:10][N:9]=2)[CH:7]=1.[B:15]1(B2OCC(C)(C)CO2)[O:20]CC(C)(C)C[O:16]1.C([O-])(=O)C.[K+].O1CCOCC1>CS(C)=O>[F:14][C:5]1[CH:4]=[CH:3][C:2]([B:15]([OH:20])[OH:16])=[CH:7][C:6]=1[C:8]1[CH:13]=[CH:12][CH:11]=[CH:10][N:9]=1 |f:2.3|. Procedure details: To 2-(5-bromo-2-fluorophenyl)pyridine (544 mg, 2.16 mmol) and bis(neopentyl glycolato)diborane (585 mg, 2.60 mmol) under nitrogen was added dry potassium acetate (450 mg, 4.58 mmol), anhydrous 1,4-dioxane (8 ml) and DMSO (1 ml). The mixture was degassed with nitrogen, and [1,1′-bis(diphenylphosphino)ferrocene]dichloropalladium(II) complex with dichloromethane (50 mg, 3 mol %) was added. After stirring at 85° C. under nitrogen for 15 h, the mixture was cooled to room temperature, and sodium hydro... Starting materials: FC1=C2C(=NC=C1)N(C=C2)CCCOC (4-fluoro-1-(3-methoxypropyl)-1H-pyrrolo[2,3-b]pyridine), C1N2CN3CN1CN(C2)C3 (hexamethylenetetramine), FC(C(=O)O)(F)F (trifluoroacetic acid). The product is FC1=C2C(=NC=C1)N(C=C2C=O)CCCOC (4-fluoro-1-(3-methoxypropyl)-1H-pyrrolo[2,3-b]pyridin-3-carbaldehyde). RXN SMILES: [F:1][C:2]1[CH:7]=[CH:6][N:5]=[C:4]2[N:8]([CH2:11][CH2:12][CH2:13][O:14][CH3:15])[CH:9]=[CH:10][C:3]=12.C1N2CN3CN(C2)CN1C3.FC(F)(F)[C:28](O)=[O:29]>>[F:1][C:2]1[CH:7]=[CH:6][N:5]=[C:4]2[N:8]([CH2:11][CH2:12][CH2:13][O:14][CH3:15])[CH:9]=[C:10]([CH:28]=[O:29])[C:3]=12. Procedure details: A solution of 4-fluoro-1-(3-methoxypropyl)-1H-pyrrolo[2,3-b]pyridine (520 mg) and hexamethylenetetramine (700 mg) in trifluoroacetic acid (9.1 ml) was stirred at 80° C. for 4 hours. After evaporation of the solvent in vacuo, the resulted residue was dissolve in ethyl acetate. The solution was poured slowly into a saturated aqueous solution of sodium bicarbonate and extracted with ethyl acetate. The organic layer was washed with saturated brine, dried over magnesium sulfate and concentrated in va... Reactants: BrC(C(C)=O)C1=CC=C(C=C1)Br (1-bromo-1-(4-bromophenyl)propan-2-one), C([O-])([O-])=O.[K+].[K+] (potassium carbonate), Cl.C1(CC1)N1C(COC2(C1)CCNCC2)=O (4-cyclopropyl-1-oxa-4,9-diazaspiro[5.5]undecan-3-one hydrochloride). The solvent is CN(C=O)C (N,N-dimethylformamide), O (water), [Cl-].[Na+].O (brine). Reaction conditions: time 8 hour. Product: BrC1=CC=C(C=C1)C(C(C)=O)N1CCC2(CN(C(CO2)=O)C2CC2)CC1 (9-(1-(4-bromophenyl)-2-oxopropyl)-4-cyclopropyl-1-oxa-4,9-diazaspiro[5.5]undecan-3-one). Reaction SMILES: Br[CH:2]([C:6]1[CH:11]=[CH:10][C:9]([Br:12])=[CH:8][CH:7]=1)[C:3](=[O:5])[CH3:4].C(=O)([O-])[O-].[K+].[K+].Cl.[CH:20]1([N:23]2[CH2:28][C:27]3([CH2:33][CH2:32][NH:31][CH2:30][CH2:29]3)[O:26][CH2:25][C:24]2=[O:34])[CH2:22][CH2:21]1>CN(C)C=O.O.[Cl-].[Na+].O>[Br:12][C:9]1[CH:10]=[CH:11][C:6]([CH:2]([N:31]2[CH2:32][CH2:33][C:27]3([O:26][CH2:25][C:24](=[O:34])[N:23]([CH:20]4[CH2:21][CH2:22]4)[CH2:28]3)[CH2:29][CH2:30]2)[C:3](=[O:5])[CH3:4])=[CH:7][CH:8]=1 |f:1.2.3,4.5,8.9.10|. Procedure details: A solution of 1-bromo-1-(4-bromophenyl)propan-2-one (0.225 mmol) in N,N-dimethylformamide (1 mL) was treated with potassium carbonate (0.676 mmol) and 4-cyclopropyl-1-oxa-4,9-diazaspiro[5.5]undecan-3-one hydrochloride (0.237 mmol). The reaction mixture was stirred at room temperature overnight, at which point it was diluted with water (50 mL) and brine (20 mL). The aqueous mixture was extracted four times with dichloromethane. The organic layers were combined, dried over sodium sulfate, filtered... Reactants: CN(CCCN1C2=C(N=C(C3=C1C=CC=C3)C3=CC=CC=C3)C=CC=N2)C (N,N-dimethyl-6-phenyl-11H-pyrido[2,3-b][1,4]benzodiazepine-11-propanamine), CO (methanol), Cl (hydrogen chloride), [BH3-]C#N.[Na+] (NaBH3CN). The product is O.Cl.Cl.CN(CCCN1C2=C(NC(C3=C1C=CC=C3)C3=CC=CC=C3)C=CC=N2)C.CN(CCCN2C3=C(NC(C1=C2C=CC=C1)C1=CC=CC=C1)C=CC=N3)C.Cl.Cl (5,6-Dihydro-N,N-dimethyl-6-phenyl-11H-pyrido[2,3-b][1,4]benzodiazepine-11-propanamine, dihydrochloride hemihydrate). RXN SMILES: [CH3:1][N:2]([CH3:27])[CH2:3][CH2:4][CH2:5][N:6]1[C:12]2[CH:13]=[CH:14][CH:15]=[CH:16][C:11]=2[C:10]([C:17]2[CH:22]=[CH:21][CH:20]=[CH:19][CH:18]=2)=[N:9][C:8]2[CH:23]=[CH:24][CH:25]=[N:26][C:7]1=2.[ClH:28].[BH3-]C#N.[Na+].C[OH:34]>>[OH2:34].[ClH:28].[ClH:28].[CH3:27][N:2]([CH3:1])[CH2:3][CH2:4][CH2:5][N:6]1[C:12]2[CH:13]=[CH:14][CH:15]=[CH:16][C:11]=2[CH:10]([C:17]2[CH:22]=[CH:21][CH:20]=[CH:19][CH:18]=2)[NH:9][C:8]2[CH:23]=[CH:24][CH:25]=[N:26][C:7]1=2.[CH3:27][N:2]([CH3:1])[CH2:3][CH2:4][CH2:5][N:6]1[C:12]2[CH:13]=[CH:14][CH:15]=[CH:16][C:11]=2[CH:10]([C:17]2[CH:22]=[CH:21][CH:20]=[CH:19][CH:18]=2)[NH:9][C:8]2[CH:23]=[CH:24][CH:25]=[N:26][C:7]1=2.[ClH:28].[ClH:28] |f:2.3,5.6.7.8.9.10.11|. Reported procedure: A solution of 3.0 g (0.0064 mole) of N,N-dimethyl-6-phenyl-11H-pyrido[2,3-b][1,4]benzodiazepine-11-propanamine in absolute methanol was adjusted to pH 5.6 with methanolic hydrogen chloride solution. To this solution was added at one time, 0.7 g (0.011 mole) of NaBH3CN and the reaction mixture was refluxed for 20 min. The ethanol was removed in vacuo and the residue was partitioned between dilute sodium hydroxide and methylene chloride. The methylene chloride layer was dried over magnesium sulfat... Starting materials: Cc1cc2c(c(C)c1S)CCC(C)(C)O2, Cl, [K], C[N+](=O)[O-], N#C[Fe-3](C#N)(C#N)(C#N)(C#N)C#N, [Na+], [OH-], O. The product is Cc1cc2c(c(C)c1SC[N+](=O)[O-])CCC(C)(C)O2. As a reaction SMILES: [CH3:1][C:2]1([CH3:15])[O:3][c:4]2[cH:5][c:6]([CH3:14])[c:7]([SH:13])[c:8]([CH3:12])[c:9]2[CH2:10][CH2:11]1.[ClH:22].[K:24].[N+:18](=[O:19])([O-:20])[CH3:21].[N:25]#[C:26][Fe-3:27]([C:28]#[N:29])([C:30]#[N:31])([C:32]#[N:33])([C:34]#[N:35])[C:36]#[N:37].[Na+:17].[OH-:16].[OH2:23]>>[CH3:1][C:2]1([CH3:15])[O:3][c:4]2[cH:5][c:6]([CH3:14])[c:7]([S:13][CH2:21][N+:18](=[O:19])[O-:20])[c:8]([CH3:12])[c:9]2[CH2:10][CH2:11]1.